The task is: describe an organic reaction: reactants, conditions, products, and yield. This data is from the Open Reaction Database (ORD), a public repository of structured organic reaction records. Reaction SMILES: [OH:1][C:2]1[CH:7]=[C:6]([N+:8]([O-:10])=[O:9])[CH:5]=[CH:4][C:3]=1[NH:11][C:12]([C:14]1[CH:18]=[C:17]([CH3:19])[S:16][C:15]=1Br)=[O:13].C(=O)([O-])[O-].[K+].[K+]>>[CH3:19][C:17]1[S:16][C:15]2[O:1][C:2]3[CH:7]=[C:6]([N+:8]([O-:10])=[O:9])[CH:5]=[CH:4][C:3]=3[NH:11][C:12](=[O:13])[C:14]=2[CH:18]=1 |f:1.2.3|. Starting materials: OC1=C(C=CC(=C1)[N+](=O)[O-])NC(=O)C1=C(SC(=C1)C)Br (N-(2-hydroxy-4-nitrophenyl)-2-bromo-5-methyl-3-thiophenecarboxamide), C([O-])([O-])=O.[K+].[K+] (potassium carbonate). Procedure details: In the same manner as in Example 98 and using N-(2-hydroxy-4-nitrophenyl)-2-bromo-5-methyl-3-thiophenecarboxamide and potassium carbonate, 2-methyl-8-nitrothieno[2,3-b][1,5]benzoxazepin-4(5H)-one is obtained. The product is CC1=CC2=C(OC3=C(NC2=O)C=CC(=C3)[N+](=O)[O-])S1 (2-methyl-8-nitrothieno[2,3-b][1,5]benzoxazepin-4(5H)-one).